Dataset: the Open Reaction Database (ORD), a public repository of structured organic reaction records. Task: describe an organic reaction: reactants, conditions, products, and yield Starting materials: NC1CCN(C(=O)c2cc(Cl)cc(Cl)c2)C(Cc2ccccc2)C1, O=C=Nc1ccccc1. Yields the product O=C(Nc1ccccc1)NC1CCN(C(=O)c2cc(Cl)cc(Cl)c2)C(Cc2ccccc2)C1. RXN SMILES: [CH2:1]([c:2]1[cH:3][cH:4][cH:5][cH:6][cH:7]1)[CH:8]1[N:9]([C:15]([c:16]2[cH:17][c:18]([Cl:23])[cH:19][c:20]([Cl:22])[cH:21]2)=[O:24])[CH2:10][CH2:11][CH:12]([NH2:14])[CH2:13]1.[O:25]=[C:26]=[N:27][c:28]1[cH:29][cH:30][cH:31][cH:32][cH:33]1>>[CH2:1]([c:2]1[cH:3][cH:4][cH:5][cH:6][cH:7]1)[CH:8]1[N:9]([C:15]([c:16]2[cH:17][c:18]([Cl:23])[cH:19][c:20]([Cl:22])[cH:21]2)=[O:24])[CH2:10][CH2:11][CH:12]([NH:14][C:26](=[O:25])[NH:27][c:28]2[cH:29][cH:30][cH:31][cH:32][cH:33]2)[CH2:13]1. Reactants: C([O-])(O)=O.[Na+] (sodium bicarbonate), BrCC(=O)C1=CC(=CC=C1)[N+](=O)[O-] (2-bromo-3′-nitroacetophenone), NC(=S)N (thiourea), C(C)(=O)OCC (ethyl acetate). Run in C(C)O (ethanol). Run at time 15 minute. The product is NC=1SC=C(N1)C1=CC(=CC=C1)[N+](=O)[O-] (2-amino-4-(3-nitrophenyl)thiazole). Isolated yield 92.3%. As a reaction SMILES: Br[CH2:2][C:3]([C:5]1[CH:10]=[CH:9][CH:8]=[C:7]([N+:11]([O-:13])=[O:12])[CH:6]=1)=O.[NH2:14][C:15]([NH2:17])=[S:16].C(OCC)(=O)C.C(=O)(O)[O-].[Na+]>C(O)C>[NH2:17][C:15]1[S:16][CH:2]=[C:3]([C:5]2[CH:10]=[CH:9][CH:8]=[C:7]([N+:11]([O-:13])=[O:12])[CH:6]=2)[N:14]=1 |f:3.4|. Procedure details: A mixture of 2-bromo-3′-nitroacetophenone (12.2 g) and thiourea (3.81 g) in ethanol (100 ml) was stirred at room temperature for 15 minutes. The reaction mixture was poured into a mixture of ethyl acetate and an aqueous sodium bicarbonate solution. The organic phase was washed with brine, dried over magnesium sulfate and concentrated. The resultant solid was collected and washed with isopropyl ether to give 2-amino-4-(3-nitrophenyl)thiazole (10.21 g). The solvent is CO (methanol). As a reaction SMILES: [BH4-].[Na+].[CH2:3]([N:10]1[CH2:15][CH2:14][C:13](=[O:16])[C:12]([CH3:18])([CH3:17])[CH2:11]1)[C:4]1[CH:9]=[CH:8][CH:7]=[CH:6][CH:5]=1>CO>[CH2:3]([N:10]1[CH2:15][CH2:14][CH:13]([OH:16])[C:12]([CH3:18])([CH3:17])[CH2:11]1)[C:4]1[CH:5]=[CH:6][CH:7]=[CH:8][CH:9]=1 |f:0.1|. Run at time 30 minute. Yields the product C(C1=CC=CC=C1)N1CC(C(CC1)O)(C)C (1-benzyl-3,3-dimethyl-4-hydroxypiperidine). Procedure details: Sodium borohydride (0.456 g, 12.0 mmole) was added to the stirred solution of 1-benzyl-3,3-dimethylpiperidin-4-one [{prepared according to literature procedure described in U.S. Pat. No. 5,846,980} 5.4 g, 24.0 mmole] in methanol (25 ml) at 0-5° C. over a period of 15 min, and stirring was continued for 30 min. The reaction mixture was concentrated to dryness, triturated with water (25 ml) and extracted with ethyl acetate (2×100 ml). The extract was dried (sodium sulphate) and concentrated to dry... Reactants: [BH4-].[Na+] (Sodium borohydride), C(C1=CC=CC=C1)N1CC(C(CC1)=O)(C)C (1-benzyl-3,3-dimethylpiperidin-4-one).